This data is from the Open Reaction Database (ORD), a public repository of structured organic reaction records. The task is: describe an organic reaction: reactants, conditions, products, and yield Reactants: phosphatidylserine, OC(=O)CCCC[C@@H]1SC[C@@H]2NC(=O)N[C@H]12.CCN(CC)CCOC=1C=CC(=CC1)CC=2C=CC=CC2.Cl (biotin DPPE), C(C(C)O)O.OCC(O)CO (propyleneglycol glycerol). Run in O (water). Reaction conditions: temperature 80 celsius. Product: OC(=O)CCCC[C@@H]1SC[C@@H]2NC(=O)N[C@H]12 (Biotin). As a reaction SMILES: [OH:1][C:2]([CH2:4][CH2:5][CH2:6][CH2:7][C@H:8]1[C@@H:16]2[C@@H:11]([NH:12][C:13]([NH:15]2)=[O:14])[CH2:10][S:9]1)=[O:3].CCN(CCOC1C=CC(CC2C=CC=CC=2)=CC=1)CC.Cl.C(O)C(O)C.OCC(CO)O>O>[OH:3][C:2]([CH2:4][CH2:5][CH2:6][CH2:7][C@H:8]1[C@@H:16]2[C@@H:11]([NH:12][C:13]([NH:15]2)=[O:14])[CH2:10][S:9]1)=[O:1] |f:0.1.2,3.4|. Procedure details: To a mixture of phosphatidylserine (5 mg, Avanti) and biotin-DPPE (0.6 mg, Pierce) in a clean vial was added 5% propyleneglycol-glycerol in water (1 mL). The dispersion was heated to 80° C. for 5 minutes and then cooled to ambient temperature. The head space was then flushed with perfluorobutane and the vial shaken in a cap-mixer for 45 seconds. After centrifugation the infranatant was removed and the microbubbles formed washed extensively with water. Reactants: COC(C(C(CCC)OC(C)=O)=C)=O (3-acetoxy-2-methylenehexanoic acid methyl ester), C(C1=CC=CC=C1)ON (O-benzylhydroxylamine). Solvent: C1CCOC1 (THF). Yields the product COC(C(=CCCC)CNOCC1=CC=CC=C1)=O (2-[[(Phenylmethoxy)amino]methyl]-2-hexenoic acid methyl ester). Yield: 212.7%. Reaction SMILES: [CH3:1][O:2][C:3](=[O:14])[C:4](=[CH2:13])[CH:5](OC(=O)C)[CH2:6][CH2:7][CH3:8].[CH2:15]([O:22][NH2:23])[C:16]1[CH:21]=[CH:20][CH:19]=[CH:18][CH:17]=1>C1COCC1>[CH3:1][O:2][C:3](=[O:14])[C:4]([CH2:13][NH:23][O:22][CH2:15][C:16]1[CH:21]=[CH:20][CH:19]=[CH:18][CH:17]=1)=[CH:5][CH2:6][CH2:7][CH3:8]. Reported procedure: A mixture of 3-acetoxy-2-methylenehexanoic acid methyl ester (4.00 g, 20 mmol) and O-benzylhydroxylamine (7.39 g, 60 mmol) in THF (30 mL) is allowed to react at RT under N2 for 2 days. The reaction mixture is concentrated on Rotavap under reduced pressure (20 mbar) until no further solvent distills. The residue liquid is dissolved in ethyl acetate (75 mL) and washed with saturated aqueous sodium bicarbonate solution (50 mL). The ethyl acetate layer is concentrated on Rotavap under reduced pressu... The solvent is C1(=CC=CC=C1)C (toluene). Yields the product C[C@H](C=1C=CC=C2C1C=CC=C2)NCCCC=3C=CC=C(C3)C(F)(F)F.Cl (Cinacalcet hydrochloride). Reaction conditions: temperature 20 celsius. Reactants: Cl.Cl[C@H](CCNC(C)C1=CC=CC2=CC=CC=C12)C1=CC(=CC=C1)C(F)(F)F ((R)-3-chloro-N-(1-(naphthalen-1-yl)ethyl)-3-(3-(trifluoromethyl)phenyl)propan-1-amine hydrochloride), C([O-])(O)=O.[Na+] (sodium bicarbonate), aqueous layer. RXN SMILES: Cl.[Cl:2][C@@H:3]([C:19]1[CH:24]=[CH:23][CH:22]=[C:21]([C:25]([F:28])([F:27])[F:26])[CH:20]=1)[CH2:4][CH2:5][NH:6][CH:7]([C:9]1[C:18]2[C:13](=[CH:14][CH:15]=[CH:16][CH:17]=2)[CH:12]=[CH:11][CH:10]=1)[CH3:8].C(=O)(O)[O-].[Na+]>C1(C)C=CC=CC=1>[CH3:8][C@@H:7]([NH:6][CH2:5][CH2:4][CH2:3][C:19]1[CH:24]=[CH:23][CH:22]=[C:21]([C:25]([F:26])([F:27])[F:28])[CH:20]=1)[C:9]1[CH:10]=[CH:11][CH:12]=[C:13]2[CH:14]=[CH:15][CH:16]=[CH:17][C:18]=12.[ClH:2] |f:0.1,2.3,5.6|. Isolated yield 82.6%. Reported procedure: (R)-3-chloro-N-(1-(naphthalen-1-yl)ethyl)-3-(3-(trifluoromethyl)phenyl)propan-1-amine hydro-chloride (X) (15.0 g, 35.021 mmol) is suspended in toluene (90 ml) at 15°-20° C. and sat. aq. sodium bicarbonate (75.6 g, X72 mmol) is charged drop-wise, under vigorous stirring, until pH=8-9 of the aqueous layer. The mixture is layered upon standing few minutes and then the organic phase is separated, washed with water (2×75 ml) and transferred into an autoclave. 5% Palladium on carbon (50% moisture cont... Reactants: C12(CC3CC(CC(C1)C3)C2)C2=C(C=C3C=CC(=CC3=C2)C2=CC=C(C(=O)OCC=C)C=C2)O (allyl 4-[7-(1-adamantyl)-6-hydroxy-2-naphthyl]benzoate), BrCCCCCC(=O)OCC (ethyl 6-bromohexanoate). The product is C12(CC3CC(CC(C1)C3)C2)C2=C(C=C3C=CC(=C(C3=C2)OCCCCC)C2=CC=C(C(=O)OCC=C)C=C2)C(=O)OCC (allyl 4-[7-(1-adamantyl)-6-ethoxycarbonyl-pentyloxy-2-naphthyl]benzoate). The yield is 108.9%. RXN SMILES: [C:1]12([C:11]3[CH:20]=[C:19]4[C:14]([CH:15]=[CH:16][C:17]([C:21]5[CH:32]=[CH:31][C:24]([C:25]([O:27][CH2:28][CH:29]=[CH2:30])=[O:26])=[CH:23][CH:22]=5)=[CH:18]4)=[CH:13][C:12]=3O)[CH2:10][CH:5]3[CH2:6][CH:7]([CH2:9][CH:3]([CH2:4]3)[CH2:2]1)[CH2:8]2.BrC[CH2:36][CH2:37][CH2:38][CH2:39][C:40]([O:42]CC)=O>>[C:1]12([C:11]3[CH:20]=[C:19]4[C:14]([CH:15]=[CH:16][C:17]([C:21]5[CH:22]=[CH:23][C:24]([C:25]([O:27][CH2:28][CH:29]=[CH2:30])=[O:26])=[CH:31][CH:32]=5)=[C:18]4[O:42][CH2:40][CH2:39][CH2:38][CH2:37][CH3:36])=[CH:13][C:12]=3[C:25]([O:27][CH2:28][CH3:29])=[O:26])[CH2:10][CH:5]3[CH2:6][CH:7]([CH2:9][CH:3]([CH2:4]3)[CH2:2]1)[CH2:8]2. Procedure: Following the procedure of Example 12(a), but reacting 3 g (6.8 mmol) of allyl 4-[7-(1-adamantyl)-6-hydroxy-2-naphthyl]benzoate with 2.3 g (10.2 mmol) of ethyl 6-bromohexanoate, 2.15 g (55%) of the expected compound were obtained, which compound had a melting point of 116°-7° C. Solvent: C(C)(=O)O (acetic acid). Product: C(C1=CC=CC=C1)C1OC2=C(C1)C=CC=C2 (2-Benzyl-2,3-dihydrobenzofuran). Reaction conditions: time 70 hour. Procedure: To a solution of 22 g (0.1 mole) of 2-benzoylbenzo(b)furan in 250 ml acetic acid was added 3 g 10% Pd/C catalyst and the mixture hydrogenated at 3 atmospheres pressure, with shaking for 70 hours. The mixture was filtered and the filtrate concentrated in vacuo to obtain 19.4 g (92%) of the desired product. The yield is 92.3%. Reagents/catalysts: [Pd] (Pd/C). Reaction SMILES: [C:1]([C:9]1[O:13][C:12]2[CH:14]=[CH:15][CH:16]=[CH:17][C:11]=2[CH:10]=1)(=O)[C:2]1[CH:7]=[CH:6][CH:5]=[CH:4][CH:3]=1>C(O)(=O)C.[Pd]>[CH2:1]([CH:9]1[CH2:10][C:11]2[CH:17]=[CH:16][CH:15]=[CH:14][C:12]=2[O:13]1)[C:2]1[CH:3]=[CH:4][CH:5]=[CH:6][CH:7]=1. Reactants: C(C1=CC=CC=C1)(=O)C1=CC2=C(O1)C=CC=C2 (2-benzoylbenzo(b)furan). The reactants are FC1=CC=C(C=C1)C(=C(C=O)N1N=NN=C1)C1=CC=C(C=C1)F (3,3-bis(4-fluorophenyl)-2-(1H-tetrazol-1-yl)2-propenal), C1(=CC=CC=C1)P(C1=CC=CC=C1)(C1=CC=CC=C1)=CC=O (triphenylphosphoranylidene acetaldehyde), C1=CC=CC=C1 (benzene). Conditions: time 16 hour. The product is FC1=CC=C(C=C1)C(=C(C=CC=O)N1N=NN=C1)C1=CC=C(C=C1)F (5,5-Bis(4-fluorophenyl)-4-(1H-tetrazol-1-yl)-2,4-pentadienal). The yield is 92.0%. Reaction SMILES: [F:1][C:2]1[CH:7]=[CH:6][C:5]([C:8]([C:17]2[CH:22]=[CH:21][C:20]([F:23])=[CH:19][CH:18]=2)=[C:9]([N:12]2[CH:16]=[N:15][N:14]=[N:13]2)C=O)=[CH:4][CH:3]=1.C1(P(=[CH:43][CH:44]=[O:45])(C2C=CC=CC=2)C2C=CC=CC=2)C=CC=CC=1.[CH:46]1C=CC=CC=1>>[F:23][C:20]1[CH:19]=[CH:18][C:17]([C:8]([C:5]2[CH:4]=[CH:3][C:2]([F:1])=[CH:7][CH:6]=2)=[C:9]([N:12]2[CH:16]=[N:15][N:14]=[N:13]2)[CH:46]=[CH:43][CH:44]=[O:45])=[CH:22][CH:21]=1. Reported procedure: The reaction was carried out following the general procedure described in Example 7. A suspension of 224.4 mg (0.72 mmole) of 3,3-bis(4-fluorophenyl)-2-(1H-tetrazol-1-yl)2-propenal and 220 mg (0.72 mmole) of triphenylphosphoranylidene acetaldehyde in 38 mL of dry benzene was stirred at room temperature for 16 hours. The crude reaction mixture was chromatographed on a silica gel column and the purified product thereby obtained was recrystallized from ethyl acetate-hexanes to give 194 mg (92%) of ... Starting materials: E2, ClC1=CC=C(C=N1)OC1=C(C=C(C=C1)CO)F ((4-((6-chloropyridin-3-yl)oxy)-3-fluorophenyl)methanol), ClC1=NC(N2C(N(CCC2)C)=C1)=O (8-chloro-1-methyl-3,4-dihydro-1H-pyrimido[1,6-a]pyrimidin-6(2H)-one). Product: ClC1=CC=C(C=N1)OC1=C(C=C(COC2=NC(N3C(N(CCC3)C)=C2)=O)C=C1)F (8-((4-((6-chloropyridin-3-yl)oxy)-3-fluorobenzyl)oxy)-1-methyl-3,4-dihydro-1H-pyrimido[1,6-a]pyrimidin-6(2H)-one). Reaction SMILES: [Cl:1][C:2]1[N:7]=[CH:6][C:5]([O:8][C:9]2[CH:14]=[CH:13][C:12]([CH2:15][OH:16])=[CH:11][C:10]=2[F:17])=[CH:4][CH:3]=1.Cl[C:19]1[CH:29]=[C:23]2[N:24]([CH3:28])[CH2:25][CH2:26][CH2:27][N:22]2[C:21](=[O:30])[N:20]=1>>[Cl:1][C:2]1[N:7]=[CH:6][C:5]([O:8][C:9]2[CH:14]=[CH:13][C:12]([CH2:15][O:16][C:19]3[CH:29]=[C:23]4[N:24]([CH3:28])[CH2:25][CH2:26][CH2:27][N:22]4[C:21](=[O:30])[N:20]=3)=[CH:11][C:10]=2[F:17])=[CH:4][CH:3]=1. Reported procedure: The title compound or its salt was prepared by a procedure similar to that described for E2 starting from (4-((6-chloropyridin-3-yl)oxy)-3-fluorophenyl)methanol and 8-chloro-1-methyl-3,4-dihydro-1H-pyrimido[1,6-a]pyrimidin-6(2H)-one. Starting materials: C1CCOC1, COC(=O)C(O)c1ccc(OC)c(OC)c1, [Li+], [OH-]. Product: COc1ccc(C(O)C(=O)O)cc1OC. As a reaction SMILES: [CH2:19]1[O:20][CH2:21][CH2:22][CH2:23]1.[CH3:1][O:2][c:3]1[cH:4][c:5]([CH:11]([C:12](=[O:13])[O:14][CH3:15])[OH:16])[cH:6][cH:7][c:8]1[O:9][CH3:10].[Li+:18].[OH-:17]>>[CH3:1][O:2][c:3]1[cH:4][c:5]([CH:11]([C:12](=[O:13])[OH:14])[OH:16])[cH:6][cH:7][c:8]1[O:9][CH3:10].